From a dataset of the Open Reaction Database (ORD), a public repository of structured organic reaction records. describe an organic reaction: reactants, conditions, products, and yield The reactants are ClCCl, O=C(O)c1cnccc1C1CCCCC1, O=C(OO)c1cccc(Cl)c1, Cl. Yields the product O=C(O)c1c[n+]([O-])ccc1C1CCCCC1. RXN SMILES: [CH2:28]([Cl:29])[Cl:30].[CH:2]1([c:8]2[cH:9][cH:10][n:11][cH:12][c:13]2[C:14](=[O:15])[OH:16])[CH2:3][CH2:4][CH2:5][CH2:6][CH2:7]1.[Cl:17][c:18]1[cH:19][cH:20][cH:21][c:22]([C:23]([O:24][OH:26])=[O:25])[cH:27]1.[ClH:1]>>[CH:2]1([c:8]2[cH:9][cH:10][n+:11]([O-:25])[cH:12][c:13]2[C:14](=[O:15])[OH:16])[CH2:3][CH2:4][CH2:5][CH2:6][CH2:7]1. Reactants: CCC1(S(=O)(=O)[O-])CC1, ClCCl, [K+], CN(C)C=O, O, O=S(Cl)Cl. Yields the product CCC1(S(=O)(=O)Cl)CC1. As a reaction SMILES: [CH2:1]([CH3:2])[C:3]1([S:6](=[O:7])(=[O:8])[O-:9])[CH2:4][CH2:5]1.[Cl:21][CH2:22][Cl:23].[K+:10].[O:15]=[CH:16][N:17]([CH3:18])[CH3:19].[OH2:20].[S:11]([Cl:12])([Cl:13])=[O:14]>>[CH2:1]([CH3:2])[C:3]1([S:6](=[O:7])(=[O:9])[Cl:13])[CH2:4][CH2:5]1.